From a dataset of the Open Reaction Database (ORD), a public repository of structured organic reaction records. describe an organic reaction: reactants, conditions, products, and yield Reactants: NC=1C=C2CC(N(C2=C(C1)F)CCC)=O (5-Amino-7-fluoro-1-propyl-1,3-dihydro-indol-2-one), C(C)(C)(C)OC(NC[C@@H]1OC1)=O ((S)-oxiranylmethyl-carbamic acid tert-butyl ester), FC(S(=O)(=O)[O-])(F)F.[Li+] (lithium trifluoromethanesulfonate). Run in C(C)#N (acetonitrile), C(C)(=O)OCC (ethyl acetate). Product: C(C)(C)(C)OC(NC[C@@H](CNC=1C=C2CC(N(C2=C(C1)F)CCC)=O)O)=O ((R)-[3-(7-fluoro-2-oxo-1-propyl-2,3-dihydro-1H-indol-5-ylamino)-2-hydroxy-propyl]-carbamic acid tert-butyl ester). RXN SMILES: [NH2:1][C:2]1[CH:3]=[C:4]2[C:8](=[C:9]([F:11])[CH:10]=1)[N:7]([CH2:12][CH2:13][CH3:14])[C:6](=[O:15])[CH2:5]2.[C:16]([O:20][C:21](=[O:27])[NH:22][CH2:23][C@H:24]1[CH2:26][O:25]1)([CH3:19])([CH3:18])[CH3:17].FC(F)(F)S([O-])(=O)=O.[Li+]>C(#N)C.C(OCC)(=O)C>[C:16]([O:20][C:21](=[O:27])[NH:22][CH2:23][C@H:24]([OH:25])[CH2:26][NH:1][C:2]1[CH:3]=[C:4]2[C:8](=[C:9]([F:11])[CH:10]=1)[N:7]([CH2:12][CH2:13][CH3:14])[C:6](=[O:15])[CH2:5]2)([CH3:18])([CH3:17])[CH3:19] |f:2.3|. Procedure: 5-Amino-7-fluoro-1-propyl-1,3-dihydro-indol-2-one (0.500 g, 2.40 mmol), (S)-oxiranylmethyl-carbamic acid tert-butyl ester (0.417 g, 2.40 mmol) and lithium trifluoromethanesulfonate (0.368 g, 2.40 mmol) in acetonitrile (8 ml) are heated at 90° C. for 8 hours. The reaction mixture is diluted with ethyl acetate, washed with water and brine, dried (Na2SO4) and evaporated. Final purification by flash chromatography (70% Ethyl acetate/hexane) gives the title compound as a yellow solid. HPLC r.t. 4.30 ... Reactants: O=C1CCCCN1, O=C([O-])[O-], CS(=O)(=O)c1nn(-c2cccc(Cl)c2)c2c1CCN(c1ccc(I)cc1)C2=O, ClCCl, [I-], [K+], [K+], [NH4+], [OH-], c1cnc2c(c1)ccc1cccnc12. The product is CS(=O)(=O)c1nn(-c2cccc(Cl)c2)c2c1CCN(c1ccc(N3CCCCC3=O)cc1)C2=O. RXN SMILES: [C:29]1(=[O:35])[CH2:30][CH2:31][CH2:32][CH2:33][NH:34]1.[C:36](=[O:37])([O-:38])[O-:39].[Cl:1][c:2]1[cH:3][c:4](-[n:8]2[n:9][c:10]([S:25](=[O:26])(=[O:27])[CH3:28])[c:11]3[c:12]2[C:13](=[O:24])[N:14]([c:17]2[cH:18][cH:19][c:20]([I:23])[cH:21][cH:22]2)[CH2:15][CH2:16]3)[cH:5][cH:6][cH:7]1.[Cl:59][CH2:60][Cl:61].[I-:42].[K+:40].[K+:41].[NH4+:57].[OH-:58].[cH:43]1[cH:44][c:45]2[cH:46][cH:47][c:48]3[c:49]([c:50]2[n:51][cH:52]1)[n:53][cH:54][cH:55][cH:56]3>>[Cl:1][c:2]1[cH:3][c:4](-[n:8]2[n:9][c:10]([S:25](=[O:26])(=[O:27])[CH3:28])[c:11]3[c:12]2[C:13](=[O:24])[N:14]([c:17]2[cH:18][cH:19][c:20]([N:34]4[C:29](=[O:35])[CH2:30][CH2:31][CH2:32][CH2:33]4)[cH:21][cH:22]2)[CH2:15][CH2:16]3)[cH:5][cH:6][cH:7]1. Reactants: ClC=1N=CC2=C(N(CC(C(N2)=O)(F)F)C2CCCC2)N1 (2-chloro-9-cyclopentyl-7,7-difluoro-5,7,8,9-tetrahydro-pyrimido[4,5-b][1,4]diazepin-6-one), CN(C=O)C (dimethylformamide), C([O-])([O-])=O.[Cs+].[Cs+] (cesium carbonate), ICCC (1-iodopropane). The solvent is O (water). Reaction conditions: time 18 hour. Product: ClC=1N=CC2=C(N(CC(C(N2CCC)=O)(F)F)C2CCCC2)N1 (2-Chloro-9-cyclopentyl-7,7-difluoro-5-propyl-5,7,8,9-tetrahydro-pyrimido[4,5-b][1,4]diazepin-6-one). Yield: 87.9%. As a reaction SMILES: [Cl:1][C:2]1[N:3]=[CH:4][C:5]2[NH:11][C:10](=[O:12])[C:9]([F:14])([F:13])[CH2:8][N:7]([CH:15]3[CH2:19][CH2:18][CH2:17][CH2:16]3)[C:6]=2[N:20]=1.CN(C)C=O.C(=O)([O-])[O-].[Cs+].[Cs+].I[CH2:33][CH2:34][CH3:35]>O>[Cl:1][C:2]1[N:3]=[CH:4][C:5]2[N:11]([CH2:33][CH2:34][CH3:35])[C:10](=[O:12])[C:9]([F:14])([F:13])[CH2:8][N:7]([CH:15]3[CH2:19][CH2:18][CH2:17][CH2:16]3)[C:6]=2[N:20]=1 |f:2.3.4|. Procedure details: To a stirred solution of 1.0 g (0.0033 mole) of 2-chloro-9-cyclopentyl-7,7-difluoro-5,7,8,9-tetrahydro-pyrimido[4,5-b][1,4]diazepin-6-one (VI-20) and 10 mL of dimethylformamide was added 3.23 g (0.0099 mole) cesium carbonate followed by 0.8 mL (0.0099 mole) of 1-iodopropane. The mixture was stirred at room temperature for 18 hours, then water was added. After 15 minutes, the mixture was extracted with ethyl acetate. The organic layer was washed with water, 5% aqueous sodium metabisulfite solutio... The product is Cc1cc(C)c(CNC(=O)c2cc(Br)nc3c2cnn3C2CCCC2)c(=O)[nH]1. Reactants: CCOC(=O)c1cc(Br)nc2c1cnn2C1CCCC1, CCO, CS(C)=O, Cc1cc(C)c(CN)c(=O)[nH]1, [Na+], [OH-]. RXN SMILES: [Br:3][c:4]1[cH:5][c:6]([C:18]([O:20][CH2:19][CH3:21])=[O:22])[c:7]2[c:8]([n:9]1)[n:10]([CH:13]1[CH2:14][CH2:15][CH2:16][CH2:17]1)[n:11][cH:12]2.[CH3:34][CH2:35][OH:36].[CH3:37][S:38]([CH3:39])=[O:40].[NH2:23][CH2:24][c:25]1[c:26](=[O:33])[nH:27][c:28]([CH3:32])[cH:29][c:30]1[CH3:31].[Na+:2].[OH-:1]>>[Br:3][c:4]1[cH:5][c:6]([C:18](=[O:20])[NH:23][CH2:24][c:25]2[c:26](=[O:33])[nH:27][c:28]([CH3:32])[cH:29][c:30]2[CH3:31])[c:7]2[c:8]([n:9]1)[n:10]([CH:13]1[CH2:14][CH2:15][CH2:16][CH2:17]1)[n:11][cH:12]2. RXN SMILES: [CH2:1]1[CH:9]2[CH:4]([CH2:5][CH2:6][CH2:7][CH2:8]2)[CH2:3]C1C(O)=O.[Li]C.[CH3:15][C:16]([CH3:18])=[O:17].C1CNC(=O)C1.[Br:25][Br-]Br>CO>[Br:25][CH2:15][C:16]([CH:18]1[CH2:1][CH:9]2[CH:4]([CH2:5][CH2:6][CH2:7][CH2:8]2)[CH2:3]1)=[O:17] |f:3.4|. Yields the product BrCC(=O)C1CC2CCCCC2C1 (2-bromo-1-(octahydro-inden-2-yl)-ethanone). Procedure: Octahydro-indene-2-carboxylic acid (490 mg, 2.92 mmol) was treated with MeLi following a method analogous to General Procedure A1 to produce the corresponding methyl ketone. The methyl ketone in MeOH was then treated with pyrrolidone hydrotribromide following a method analogous to General Procedure B1 to produce 2-bromo-1-(octahydro-inden-2-yl)-ethanone (600 mg, 84% overall crude yield). The above obtained bromoketone (150 mg, 0.61 mmol) was treated with 3-[1-(5-methyl-thiophen-2-ylmethyl)-thiou... Yield: 84.0%. Reactants: CC(=O)C (methyl ketone), pyrrolidone hydrotribromide, C1C(CC2CCCCC12)C(=O)O (Octahydro-indene-2-carboxylic acid), [Li]C (MeLi), CC(=O)C (methyl ketone). Solvent: CO (MeOH). Starting materials: Br.Br.Br.C(C)C=1C(=CC(=C(C1)O)F)C1=CC=C2C(=NNC2=C1)C=1NC2=C(CNCC2)N1 (5-ethyl-2-fluoro-4-[3-(4,5,6,7-tetrahydro-1H-imidazo[4,5-c]pyridin-2-yl)-1H-indazol-6-yl]-phenol trihydrobromide salt), FC1=CC=C(C=C1)S(=O)(=O)Cl (4-fluoro-benzenesulfonyl chloride), CCN(C(C)C)C(C)C (DIPEA), C(O)([O-])=O.[Na+] (sodium hydrogen carbonate). Solvent: CN(C)C=O (DMF). Conditions: time 4 hour. Yields the product C(C)C=1C(=CC(=C(C1)O)F)C1=CC=C2C(=NNC2=C1)C=1NC2=C(CN(CC2)S(=O)(=O)C2=CC=C(C=C2)F)N1 (5-Ethyl-2-fluoro-4-{3-[5-(4-fluoro-benzenesulfonyl)-4,5,6,7-tetrahydro-1H-imidazo[4,5-c]pyridin-2-yl]-1H-indazol-6-yl}-phenol). Yield: 16.3%. RXN SMILES: Br.Br.Br.[CH2:4]([C:6]1[C:7]([C:14]2[CH:22]=[C:21]3[C:17]([C:18]([C:23]4[NH:24][C:25]5[CH2:30][CH2:29][NH:28][CH2:27][C:26]=5[N:31]=4)=[N:19][NH:20]3)=[CH:16][CH:15]=2)=[CH:8][C:9]([F:13])=[C:10]([OH:12])[CH:11]=1)[CH3:5].[F:32][C:33]1[CH:38]=[CH:37][C:36]([S:39](Cl)(=[O:41])=[O:40])=[CH:35][CH:34]=1.CCN(C(C)C)C(C)C.C(=O)([O-])O.[Na+]>CN(C=O)C>[CH2:4]([C:6]1[C:7]([C:14]2[CH:22]=[C:21]3[C:17]([C:18]([C:23]4[NH:24][C:25]5[CH2:30][CH2:29][N:28]([S:39]([C:36]6[CH:37]=[CH:38][C:33]([F:32])=[CH:34][CH:35]=6)(=[O:41])=[O:40])[CH2:27][C:26]=5[N:31]=4)=[N:19][NH:20]3)=[CH:16][CH:15]=2)=[CH:8][C:9]([F:13])=[C:10]([OH:12])[CH:11]=1)[CH3:5] |f:0.1.2.3,6.7|. Procedure details: To a solution of 5-ethyl-2-fluoro-4-[3-(4,5,6,7-tetrahydro-1H-imidazo[4,5-c]pyridin-2-yl)-1H-indazol-6-yl]-phenol trihydrobromide salt (Preparation 25, 50 mg, 80 μmol) in DMF (1 mL), was added 4-fluoro-benzenesulfonyl chloride (16 mg, 80 μmol), and DIPEA (56 μL, 320 μmol). The reaction mixture was stirred at room temperature for 4 hours. Saturated aqueous sodium hydrogen carbonate solution (5 mL) was added to the reaction mixture. The resulting solid was collected by filtration and washed with f... The reactants are [BH3-]C#N, Cc1cc(-c2nc3ccc(C4(c5ccccc5)CC4)nc3s2)ccc1C=O, CC(=O)O, CO, ClCCl, O=C(O)C1CNC1, [Na+]. Yields the product Cc1cc(-c2nc3ccc(C4(c5ccccc5)CC4)nc3s2)ccc1CN1CC(C(=O)O)C1. As a reaction SMILES: [C:39]([BH3-:40])#[N:41].[CH3:1][c:2]1[c:3]([CH:4]=[O:5])[cH:6][cH:7][c:8](-[c:10]2[s:11][c:12]3[n:13][c:14]([C:19]4([c:22]5[cH:23][cH:24][cH:25][cH:26][cH:27]5)[CH2:20][CH2:21]4)[cH:15][cH:16][c:17]3[n:18]2)[cH:9]1.[CH3:35][C:36](=[O:37])[OH:38].[CH3:46][OH:47].[Cl:43][CH2:44][Cl:45].[NH:28]1[CH2:29][CH:30]([C:32](=[O:33])[OH:34])[CH2:31]1.[Na+:42]>>[CH3:1][c:2]1[c:3]([CH2:4][N:28]2[CH2:29][CH:30]([C:32](=[O:33])[OH:34])[CH2:31]2)[cH:6][cH:7][c:8](-[c:10]2[s:11][c:12]3[n:13][c:14]([C:19]4([c:22]5[cH:23][cH:24][cH:25][cH:26][cH:27]5)[CH2:20][CH2:21]4)[cH:15][cH:16][c:17]3[n:18]2)[cH:9]1. Reactants: S(=O)(=O)(O)[O-].[K+] (potassium hydrogen sulfate), ice, S(=O)(Cl)Cl (thionyl chloride), N[C@H]1[C@@H]2N(C(=C(CS2)CSC2=NN=NN2C)C(=O)OC(C2=CC=CC=C2)C2=CC=CC=C2)C1=O (benzhydryl 7β-amino-3-(1-methyl-1H-tetrazol-5-yl)thiomethyl-3-cephem-4-carboxylate), CN(C1=CC=CC=C1)C (N,N-dimethylaniline), BrC(C=O)(CBr)Br (2,2,3-tribromopropanal). Solvent: C(Cl)Cl (methylene chloride), C(Cl)Cl (methylene chloride). Reaction conditions: temperature -20 celsius, time 20 minute. Product: BrC(C=N[C@H]1[C@@H]2N(C(=C(CS2)CSC2=NN=NN2C)C(=O)OC(C2=CC=CC=C2)C2=CC=CC=C2)C1=O)(CBr)Br (Benzhydryl 7β-(2',2',3'-tribromopropylideneamino)-3-(1-methyl-1H-tetrazol-5-yl)thiomethyl-3-cephem-4-carboxylate). The yield is 70.5%. As a reaction SMILES: [NH2:1][C@@H:2]1[C:33](=[O:34])[N:4]2[C:5]([C:17]([O:19][CH:20]([C:27]3[CH:32]=[CH:31][CH:30]=[CH:29][CH:28]=3)[C:21]3[CH:26]=[CH:25][CH:24]=[CH:23][CH:22]=3)=[O:18])=[C:6]([CH2:9][S:10][C:11]3[N:15]([CH3:16])[N:14]=[N:13][N:12]=3)[CH2:7][S:8][C@H:3]12.[Br:35][C:36]([Br:41])([CH2:39][Br:40])[CH:37]=O.CN(C)C1C=CC=CC=1.S(Cl)(Cl)=O.S([O-])(O)(=O)=O.[K+]>C(Cl)Cl>[Br:35][C:36]([Br:41])([CH2:39][Br:40])[CH:37]=[N:1][C@@H:2]1[C:33](=[O:34])[N:4]2[C:5]([C:17]([O:19][CH:20]([C:27]3[CH:28]=[CH:29][CH:30]=[CH:31][CH:32]=3)[C:21]3[CH:26]=[CH:25][CH:24]=[CH:23][CH:22]=3)=[O:18])=[C:6]([CH2:9][S:10][C:11]3[N:15]([CH3:16])[N:14]=[N:13][N:12]=3)[CH2:7][S:8][C@H:3]12 |f:4.5|. Reported procedure: To a solution of benzhydryl 7β-amino-3-(1-methyl-1H-tetrazol-5-yl)thiomethyl-3-cephem-4-carboxylate (2.473 g, 5.000 mmol) in methylene chloride (35 ml) was added under ice-cooling a solution of 2,2,3-tribromopropanal (1.474 g, 5.000 mmol) in methylene chloride (5 ml) and the mixture was stirred for 20 minutes. The reaction mixture was cooled to -20° C., N,N-dimethylaniline (3.5 ml) was added thereto and then thionyl chloride (0.5 ml, 6.9 mmol) was added dropwise. After stirring under ice-cooling... Starting materials: O=C(O)CNC(=O)c1ccccc1, NC(c1ccc(C(F)(F)F)cc1)c1ccc(C(F)(F)F)cc1. Product: O=C(CNC(=O)c1ccccc1)NC(c1ccc(C(F)(F)F)cc1)c1ccc(C(F)(F)F)cc1. As a reaction SMILES: [C:23]([CH2:24][NH:25][C:26](=[O:27])[c:28]1[cH:29][cH:30][cH:31][cH:32][cH:33]1)(=[O:34])[OH:35].[F:1][C:2]([c:3]1[cH:4][cH:5][c:6]([CH:9]([c:10]2[cH:11][cH:12][c:13]([C:16]([F:17])([F:18])[F:19])[cH:14][cH:15]2)[NH2:20])[cH:7][cH:8]1)([F:21])[F:22]>>[F:1][C:2]([c:3]1[cH:4][cH:5][c:6]([CH:9]([c:10]2[cH:11][cH:12][c:13]([C:16]([F:17])([F:18])[F:19])[cH:14][cH:15]2)[NH:20][C:23]([CH2:24][NH:25][C:26](=[O:27])[c:28]2[cH:29][cH:30][cH:31][cH:32][cH:33]2)=[O:34])[cH:7][cH:8]1)([F:21])[F:22].